Dataset: the Open Reaction Database (ORD), a public repository of structured organic reaction records. Task: describe an organic reaction: reactants, conditions, products, and yield Reported procedure: Sodium triacetoxyborohydride (190 mg, 0.88 mmol) was added to a mixture of 5-(4-fluoro-3-formylphenyl)-indazole-1-carboxylic acid tert-butyl ester (100 mg, 0.29 mmol) and N-(3-aminopropyl)pyrrolidine (74 mg, 0.59 mmol) and acetic acid (105 mg, 1.8 mmol) in dichloroethane. The mixture was stirred at ambient temperature overnight, and then it was diluted with dichloromethane and washed with 1 M sodium carbonate solution. The layers were separated and the aqueous phase extracted with dichloromethan... The solvent is ClC(C)Cl (dichloroethane), ClCCl (dichloromethane). The product is C(C)(C)(C)OC(=O)N1N=CC2=CC(=CC=C12)C1=CC(=C(C=C1)F)CNCCCN1CCCC1 (5-{4-Fluoro-3-[(3-pyrrolidin-1-yl-propylamino)-methyl]-phenyl}-indazole-1-carboxylic acid tert-butyl ester). Reaction SMILES: C(O[BH-](OC(=O)C)OC(=O)C)(=O)C.[Na+].[C:15]([O:19][C:20]([N:22]1[C:30]2[C:25](=[CH:26][C:27]([C:31]3[CH:36]=[CH:35][C:34]([F:37])=[C:33]([CH:38]=O)[CH:32]=3)=[CH:28][CH:29]=2)[CH:24]=[N:23]1)=[O:21])([CH3:18])([CH3:17])[CH3:16].[NH2:40][CH2:41][CH2:42][CH2:43][N:44]1[CH2:48][CH2:47][CH2:46][CH2:45]1.C(O)(=O)C>ClC(Cl)C.ClCCl>[C:15]([O:19][C:20]([N:22]1[C:30]2[C:25](=[CH:26][C:27]([C:31]3[CH:36]=[CH:35][C:34]([F:37])=[C:33]([CH2:38][NH:40][CH2:41][CH2:42][CH2:43][N:44]4[CH2:48][CH2:47][CH2:46][CH2:45]4)[CH:32]=3)=[CH:28][CH:29]=2)[CH:24]=[N:23]1)=[O:21])([CH3:18])([CH3:16])[CH3:17] |f:0.1|. Conditions: time 8 hour. Isolated yield 99.1%. Starting materials: C(C)(=O)O[BH-](OC(C)=O)OC(C)=O.[Na+] (Sodium triacetoxyborohydride), C(C)(C)(C)OC(=O)N1N=CC2=CC(=CC=C12)C1=CC(=C(C=C1)F)C=O (5-(4-fluoro-3-formylphenyl)-indazole-1-carboxylic acid tert-butyl ester), NCCCN1CCCC1 (N-(3-aminopropyl)pyrrolidine), C(C)(=O)O (acetic acid).